Dataset: the Open Reaction Database (ORD), a public repository of structured organic reaction records. Task: describe an organic reaction: reactants, conditions, products, and yield Starting materials: [N+](=[N-])=CC(CCCC1=CC=C(C=C1)CCCC(C=[N+]=[N-])=O)=O (1,4-bis-(5'-diazo-4'-oxopentyl)-benzene), [Cl-].[Na+] (sodium chloride), Cl (hydrochloric acid). The solvent is CO (methanol). Run at time 30 minute. The product is ClCC(CCCC1=CC=C(C=C1)CCCC(CCl)=O)=O (1,4-bis-(5'-Chloro-4'-oxopentyl)-benzene). Isolated yield 51.0%. Reaction SMILES: [N+](=[CH:3][C:4](=[O:22])[CH2:5][CH2:6][CH2:7][C:8]1[CH:13]=[CH:12][C:11]([CH2:14][CH2:15][CH2:16][C:17](=[O:21])[CH:18]=[N+]=[N-])=[CH:10][CH:9]=1)=[N-].[Cl-:23].[Na+].[ClH:25]>CO>[Cl:23][CH2:3][C:4](=[O:22])[CH2:5][CH2:6][CH2:7][C:8]1[CH:13]=[CH:12][C:11]([CH2:14][CH2:15][CH2:16][C:17](=[O:21])[CH2:18][Cl:25])=[CH:10][CH:9]=1 |f:1.2|. Procedure details: About 42 millimoles of the 1,4-bis-(5'-diazo-4'-oxopentyl)-benzene obtained from the preceding reaction, dissolved in 190 ml of methanol, are slowly added dropwise to a mixture of 117 ml of 5 M sodium chloride solution and 117 ml of 2 N hydrochloric acid solution, with vigorous stirring. The mixture turns cloudy and gas is evolved. Stirring is continued for 30 minutes and the yellow crude product which has precipitated (18.3 g) is filtered off. It is chromatographed over a silica gel column (len...